This data is from the Open Reaction Database (ORD), a public repository of structured organic reaction records. The task is: describe an organic reaction: reactants, conditions, products, and yield Starting materials: O=C(Cl)C(=O)Cl, ClCCCl, NC(=O)c1ccccc1F. Product: O=C=NC(=O)c1ccccc1F. RXN SMILES: [Cl:11][C:12](=[O:13])[C:14]([Cl:15])=[O:16].[Cl:17][CH2:18][CH2:19][Cl:20].[F:1][c:2]1[c:3]([C:4](=[O:5])[NH2:6])[cH:7][cH:8][cH:9][cH:10]1>>[F:1][c:2]1[c:3]([C:4](=[O:5])[N:6]=[C:12]=[O:13])[cH:7][cH:8][cH:9][cH:10]1. Reactants: BrC=1C=C2C=NN=C(C2=CC1)Cl (6-bromo-1-chlorophthalazine), N1CCNCC1 (piperazine), C([O-])([O-])=O.[K+].[K+] (potassium carbonate). The solvent is C(C)#N (acetonitrile). Conditions: temperature 180 celsius, time 20 minute. The product is BrC=1C=C2C=NN=C(C2=CC1)N1CCNCC1 (6-bromo-1-(piperazin-1-yl)phthalazine). Isolated yield 64.2%. As a reaction SMILES: [Br:1][C:2]1[CH:3]=[C:4]2[C:9](=[CH:10][CH:11]=1)[C:8](Cl)=[N:7][N:6]=[CH:5]2.[NH:13]1[CH2:18][CH2:17][NH:16][CH2:15][CH2:14]1.C(=O)([O-])[O-].[K+].[K+]>C(#N)C>[Br:1][C:2]1[CH:3]=[C:4]2[C:9](=[CH:10][CH:11]=1)[C:8]([N:13]1[CH2:18][CH2:17][NH:16][CH2:15][CH2:14]1)=[N:7][N:6]=[CH:5]2 |f:2.3.4|. Procedure: A mixture of 6-bromo-1-chlorophthalazine (Example 1, 0.146 g, 0.6 mmol), piperazine (0.1 g, 1.2 mmol) and potassium carbonate (0.08 g, 0.6 mmol) in 5 mL acetonitrile was added to a glass microwave reaction vessel. The reaction mixture was stirred and heated in a Smith Synthesizer® microwave reactor (Personal Chemistry, Inc., Upssala, Sweden) at 180° C. for 20 min. After about 20 min., all starting material was converted to product (M+1=293, 295). The mixture was concentrated under vacuum, and pu... Reactants: OO (hydrogen peroxide), [OH-].[Na+] (NaOH), Cl (HCl), Cl.C(CC)N(CCC1=CC=CC(=C1CC(=O)O)[N+](=O)[O-])CCC (6-(2-Di-n-propylaminoethyl)-2-nitro phenyl acetic acid hydrochloride). The reagents and catalysts are [Pd] (palladium/carbon). The product is CCCN(CCC)CCC=1C=CC=C2C1CC(=O)N2.Cl (Ropinirole hydrochloride). RXN SMILES: OO.[OH-].[Na+].[ClH:5].Cl.[CH2:7]([N:10]([CH2:26][CH2:27][CH3:28])[CH2:11][CH2:12][C:13]1[C:18]([CH2:19][C:20](O)=[O:21])=[C:17]([N+:23]([O-])=O)[CH:16]=[CH:15][CH:14]=1)[CH2:8][CH3:9]>[Pd]>[CH3:9][CH2:8][CH2:7][N:10]([CH2:11][CH2:12][C:13]1[CH:14]=[CH:15][CH:16]=[C:17]2[NH:23][C:20](=[O:21])[CH2:19][C:18]=12)[CH2:26][CH2:27][CH3:28].[ClH:5] |f:1.2,4.5,7.8|. Procedure: The process as shown above comprises conversion of 2-methyl-3-nitro phenyl acetic acid (II) with thionyl chloride to 2-Methyl-3-nitro-phenylacetyl chloride (III), which upon reaction with Di-n-propyl amine (DPA) gives 2-Methyl-3-nitro phenyl-N,N-di-n-propyl acetamide (IV) in syrup form. This intermediate (IV) is further reduced with Borane/THF and subsequent treatment with HCl/NaOH to give 2-Methyl-3-nitro phenyl ethyl-N,N-di-n-propyl amine (V). Further, compound (V) is treated with Na metal, Et... Starting materials: O=C([O-])[O-], CCOC(=O)Cc1cn(Cc2ccccc2)nc1O, CN(C)C=O, COc1cc(CCl)ccc1OCc1nc(-c2ccccc2)oc1C, [K+], [K+], O. The product is CCOC(=O)Cc1cn(Cc2ccccc2)nc1OCc1ccc(OCc2nc(-c3ccccc3)oc2C)c(OC)c1. RXN SMILES: [C:44](=[O:45])([O-:46])[O-:47].[CH2:1]([c:2]1[cH:3][cH:4][cH:5][cH:6][cH:7]1)[n:8]1[n:9][c:10]([OH:19])[c:11]([CH2:13][C:14](=[O:15])[O:16][CH2:17][CH3:18])[cH:12]1.[CH3:50][N:51]([CH3:52])[CH:53]=[O:54].[Cl:20][CH2:21][c:22]1[cH:23][c:24]([O:42][CH3:43])[c:25]([O:26][CH2:27][c:28]2[n:29][c:30](-[c:34]3[cH:35][cH:36][cH:37][cH:38][cH:39]3)[o:31][c:32]2[CH3:33])[cH:40][cH:41]1.[K+:48].[K+:49].[OH2:55]>>[CH2:1]([c:2]1[cH:3][cH:4][cH:5][cH:6][cH:7]1)[n:8]1[n:9][c:10]([O:19][CH2:21][c:22]2[cH:23][c:24]([O:42][CH3:43])[c:25]([O:26][CH2:27][c:28]3[n:29][c:30](-[c:34]4[cH:35][cH:36][cH:37][cH:38][cH:39]4)[o:31][c:32]3[CH3:33])[cH:40][cH:41]2)[c:11]([CH2:13][C:14](=[O:15])[O:16][CH2:17][CH3:18])[cH:12]1. The reactants are [BH4-], O=C(CNC1CC1)c1cccn1Cc1ccccc1F, CO, CC(C)O, [Na+], O. Product: OC(CNC1CC1)c1cccn1Cc1ccccc1F. As a reaction SMILES: [BH4-:21].[CH2:1]1[CH:2]([NH:4][CH2:5][C:6](=[O:7])[c:8]2[n:9]([CH2:13][c:14]3[c:15]([F:20])[cH:16][cH:17][cH:18][cH:19]3)[cH:10][cH:11][cH:12]2)[CH2:3]1.[CH3:23][OH:24].[CH:26]([OH:27])([CH3:28])[CH3:29].[Na+:22].[OH2:25]>>[CH2:1]1[CH:2]([NH:4][CH2:5][CH:6]([OH:7])[c:8]2[n:9]([CH2:13][c:14]3[c:15]([F:20])[cH:16][cH:17][cH:18][cH:19]3)[cH:10][cH:11][cH:12]2)[CH2:3]1. Starting materials: C(C)OC1=C(C=C2C(=CC(OC2=C1)(C)C)CC)/C(=C(\C(=O)OCC)/F)/C (ethyl (2E)-3-(7-ethoxy-4-ethyl-2,2-dimethyl-2H-chromen-6-yl)-2-fluoro-but-2-enoate), C(C)OC1=C(C=C2C(=CC(OC2=C1)(C)C)CC)/C(=C(\C(=O)OCC)/F)/C (ethyl (2E)-3-(7-ethoxy-4-ethyl-2,2-dimethyl-2H-chromen-6-yl)-2-fluoro-but-2-enoate), [H-].C(C(C)C)[Al+]CC(C)C (diisobutylaluminum hydride). Yields the product C(C)OC1=C(C=C2C(=CC(OC2=C1)(C)C)CC)/C(=C(\CO)/F)/C ((2E)-3-(7-Ethoxy-4-ethyl-2,2-dimethyl-2H-chromen-6-yl)-2-fluoro-but-2-en-1-ol). Reaction SMILES: [CH2:1]([O:3][C:4]1[CH:13]=[C:12]2[C:7]([C:8]([CH2:16][CH3:17])=[CH:9][C:10]([CH3:15])([CH3:14])[O:11]2)=[CH:6][C:5]=1/[C:18](/[CH3:26])=[C:19](/[F:25])\[C:20](OCC)=[O:21])[CH3:2].[H-].C([Al+]CC(C)C)C(C)C>>[CH2:1]([O:3][C:4]1[CH:13]=[C:12]2[C:7]([C:8]([CH2:16][CH3:17])=[CH:9][C:10]([CH3:14])([CH3:15])[O:11]2)=[CH:6][C:5]=1/[C:18](/[CH3:26])=[C:19](/[F:25])\[CH2:20][OH:21])[CH3:2] |f:1.2|. Procedure: Following General Procedure L, ethyl (2E)-3-(7-ethoxy-4-ethyl-2,2-dimethyl-2H-chromen-6-yl)-2-fluoro-but-2-enoate (Compound 71, 348 mg, 0.96 mmol) and diisobutylaluminum hydride (1 M dichloromethane, 2.9 mL, 2.88 mmol) were reacted to give the title compound as yellow solid after purification by flash chromatography (silica gel, 1:9 to 1:4 ethyl acetate/hexane). Reactants: CC(C)=C (isobutylene), O1CCOCC1 (dioxane), OS(=O)(=O)O (H2SO4), CC(C)=C (isobutylene), Cl.NCCCC(C(=O)O)CCC (rac-5-amino-2-propylpentanoic acid monohydrochloride). The solvent is O (water), C(=O)=O (dry ice). Reaction conditions: time 20 hour. Yields the product CC(C)(C)OC(C(CCCN)CCC)=O (rac-5-amino-2-propylpentanoic acid 1,1-dimethylethyl ester). Yield: 49.0%. As a reaction SMILES: O1CCOCC1.OS(O)(=O)=O.Cl.[NH2:13][CH2:14][CH2:15][CH2:16][CH:17]([CH2:21][CH2:22][CH3:23])[C:18]([OH:20])=[O:19].[CH3:24][C:25](=[CH2:27])[CH3:26]>C(=O)=O.O>[CH3:24][C:25]([O:19][C:18](=[O:20])[CH:17]([CH2:21][CH2:22][CH3:23])[CH2:16][CH2:15][CH2:14][NH2:13])([CH3:27])[CH3:26] |f:2.3|. Procedure: To a cooled solution of 7 mL of dioxane was added 0.7 mL of conc. H2SO4 dropwise. The solution turned purple in color. To this solution, 700 mg (3.5 mmol) of 5-amino-2-propylpentanoic acid monohydrochloride (7) was slowly added and the resulting solution was transferred into a pressure bottle. To this solution was added 12 mL of isobutylene and the resulting solution was slowly stirred magnetically under pressure at room temperature for 20 hours. The reaction vessel was cooled in dry ice, pressu... Run at temperature 20 celsius, time 2 hour. RXN SMILES: Br[CH2:2][C:3](=[O:9])[C:4]([CH3:8])([CH3:7])[CH2:5][F:6].[Cl:10][C:11]1[CH:16]=[CH:15][C:14]([OH:17])=[CH:13][CH:12]=1.C(=O)([O-])[O-].[K+].[K+]>CC(C)=O>[Cl:10][C:11]1[CH:16]=[CH:15][C:14]([O:17][CH2:2][C:3](=[O:9])[C:4]([CH3:8])([CH3:7])[CH2:5][F:6])=[CH:13][CH:12]=1 |f:2.3.4|. Product: ClC1=CC=C(OCC(C(CF)(C)C)=O)C=C1 (1-(4-chlorophenoxy)-3,3-dimethyl-4-fluoro-butan-2-one). Run in CC(=O)C (acetone). Yield: 90.5%. Starting materials: BrCC(C(CF)(C)C)=O (1-bromo-3,3-dimethyl-4-fluoro-butan-2-one), ClC1=CC=C(C=C1)O (p-chlorophenol), C([O-])([O-])=O.[K+].[K+] (potassium carbonate). Procedure: 157 g (0.79 mol) of 1-bromo-3,3-dimethyl-4-fluoro-butan-2-one were added dropwise to a stirred mixture of 102 g (0.79 mol) of p-chlorophenol and 110 g (0.79 mol) of powdered potassium carbonate in 500 ml of acetone at 20° to 30° C., whilst cooling. The mixture was subsequently stirred at 20° C. for 2 hours, the inorganic salt was filtered off and the filtrate was concentrated. The residue was distilled under a high vacuum. 175 g (90% of theory) of 1-(4-chlorophenoxy)-3,3-dimethyl-4-fluoro-butan-... Starting materials: CCO, [Na+], [OH-], CC(=O)n1ncc2cnccc21. The product is c1cc2[nH]ncc2cn1. Reaction SMILES: [CH3:13][CH2:14][OH:15].[Na+:17].[OH-:16].[n:1]1([C:10](=[O:11])[CH3:12])[n:2][cH:3][c:4]2[cH:5][n:6][cH:7][cH:8][c:9]12>>[nH:1]1[n:2][cH:3][c:4]2[cH:5][n:6][cH:7][cH:8][c:9]12. Starting materials: C(=O)(OC(C)(C)C)N1[C@@H](CCC1)COC=1C=NC=C(C1)Br (3-(1-BOC-2-(S)-pyrrolidinylmethoxy)-5-bromopyridine), CC(C=CC=C)(C)C (5,5-dimethyl-hexadiene), C1(=C(C=CC=C1)P(C1=C(C=CC=C1)C)C1=C(C=CC=C1)C)C (tri-o-tolylphosphine), C(=O)(O)[O-].[Na+] (NaHCO3). The reagents and catalysts are C(C)(=O)[O-].[Pd+2].C(C)(=O)[O-] (palladium acetate). Run in C(C)#N (acetonitrile), CCN(CC)CC (NEt3). Reaction conditions: temperature 100 celsius. Product: C(=O)(OC(C)(C)C)N1[C@@H](CCC1)COC=1C=NC=C(C1)C=CC=CC(C)(C)C (3-(1-BOC-2-(S)-Pyrrolidinylmethoxy)-5-(5,5-Dimethyl-1,3-hexadienyl)pyridine). The yield is 74.5%. RXN SMILES: [C:1]([N:8]1[CH2:12][CH2:11][CH2:10][C@H:9]1[CH2:13][O:14][C:15]1[CH:16]=[N:17][CH:18]=[C:19](Br)[CH:20]=1)([O:3][C:4]([CH3:7])([CH3:6])[CH3:5])=[O:2].[CH3:22][C:23]([CH3:29])([CH3:28])[CH:24]=[CH:25][CH:26]=[CH2:27].C1(C)C=CC=CC=1P(C1C=CC=CC=1C)C1C=CC=CC=1C.C([O-])(O)=O.[Na+]>C(#N)C.CCN(CC)CC.C([O-])(=O)C.[Pd+2].C([O-])(=O)C>[C:1]([N:8]1[CH2:12][CH2:11][CH2:10][C@H:9]1[CH2:13][O:14][C:15]1[CH:16]=[N:17][CH:18]=[C:19]([CH:27]=[CH:26][CH:25]=[CH:24][C:23]([CH3:29])([CH3:28])[CH3:22])[CH:20]=1)([O:3][C:4]([CH3:7])([CH3:6])[CH3:5])=[O:2] |f:3.4,7.8.9|. Procedure details: To a solution of 3-(1-BOC-2-(S)-pyrrolidinylmethoxy)-5-bromopyridine (500 mg, 1.40 mmol) in acetonitrile (15 mL) and NEt3 (3.2 mL) was added 5,5-dimethyl-hexadiene (0.5 g, 4.54 mmol), palladium acetate (35 mg, 0.16 mmol) and tri-o-tolylphosphine (175 mg). The reaction mixture was heated in a sealed tube at 100° C. for 16 h. After cooling to room temperature, saturated NaHCO3 was added. The mixture was extracted with EtOAc (2×). The combined organic layers were dried (MgSO4), concentrated and chr...